From a dataset of the Open Reaction Database (ORD), a public repository of structured organic reaction records. describe an organic reaction: reactants, conditions, products, and yield Starting materials: Cc1nc(O)c(C(=O)O)cc1Cl, O, O=P(Cl)(Cl)c1ccccc1. The product is Cc1nc(Cl)c(C(=O)O)cc1Cl. As a reaction SMILES: [Cl:1][c:2]1[cH:3][c:4]([C:10](=[O:11])[OH:12])[c:5]([OH:9])[n:6][c:7]1[CH3:8].[OH2:23].[c:13]1([P:14]([Cl:15])(=[O:16])[Cl:21])[cH:17][cH:18][cH:19][cH:20][cH:22]1>>[Cl:1][c:2]1[cH:3][c:4]([C:10](=[O:11])[OH:12])[c:5]([Cl:21])[n:6][c:7]1[CH3:8]. The reactants are C(C)(C)(C)OC(NC=1OCC([C@@](N1)(C)C1=C(C=CC(=C1)NC(=O)C1=NC=C(N=C1)Cl)F)(F)F)=O (((R)-4-{5-[(5-Chloro-pyrazine-2-carbonyl)-amino]-2-fluoro-phenyl}-5,5-difluoro-4-methyl-5,6-dihydro-4H-[1,3]oxazin-2-yl)-carbamic acid tert-butyl ester), CN(C)C=O (DMF), CC(C)(C)[O-].[K+] (KOtBu), C(C#C)O (propargyl alcohol). Run in O (Water). Reaction conditions: time 2 hour. Product: C(C)(C)(C)OC(NC=1OCC([C@@](N1)(C)C1=C(C=CC(=C1)NC(=O)C1=NC=C(N=C1)OCC#C)F)(F)F)=O (((R)-5,5-Difluoro-4-{2-fluoro-5-[(5-prop-2-ynyloxy-pyrazine-2-carbonyl)-amino]-phenyl}-4-methyl-5,6-dihydro-4H-[1,3]oxazin-2-yl)-carbamic acid tert-butyl ester). As a reaction SMILES: [C:1]([O:5][C:6](=[O:34])[NH:7][C:8]1[O:9][CH2:10][C:11]([F:33])([F:32])[C@:12]([C:15]2[CH:20]=[C:19]([NH:21][C:22]([C:24]3[CH:29]=[N:28][C:27](Cl)=[CH:26][N:25]=3)=[O:23])[CH:18]=[CH:17][C:16]=2[F:31])([CH3:14])[N:13]=1)([CH3:4])([CH3:3])[CH3:2].CN(C=O)C.CC([O-])(C)C.[K+].[CH2:46]([OH:49])[C:47]#[CH:48]>O>[C:1]([O:5][C:6](=[O:34])[NH:7][C:8]1[O:9][CH2:10][C:11]([F:33])([F:32])[C@:12]([C:15]2[CH:20]=[C:19]([NH:21][C:22]([C:24]3[CH:29]=[N:28][C:27]([O:49][CH2:46][C:47]#[CH:48])=[CH:26][N:25]=3)=[O:23])[CH:18]=[CH:17][C:16]=2[F:31])([CH3:14])[N:13]=1)([CH3:4])([CH3:3])[CH3:2] |f:2.3|. Procedure: ((R)-4-{5-[(5-Chloro-pyrazine-2-carbonyl)-amino]-2-fluoro-phenyl}-5,5-difluoro-4-methyl-5,6-dihydro-4H-[1,3]oxazin-2-yl)-carbamic acid tert-butyl ester (400 mg, 800 μmol) was combined with DMF (1.2 ml) to give a colorless solution. KOtBu (180 mg, 1.6 mmol) and propargyl alcohol (449 mg, 477 μl, 8.00 mmol) were added and the reaction mixture was stirred 2 h at RT. Water was carefully added and the product was extracted with EtOAc. The organic layers were dried over Na2SO4 and concentrated under v... Starting materials: [I-].[Li+] (lithium iodide), C[C@]12CC[C@H]3[C@H]([C@@H]1CC[C@@H]2O)CCC4=CC(=O)CC[C@]34C (testosterone). Solvent: C1(=CC=CC=C1)C (toluene), C(Cl)Cl (methylene chloride), CCOCC (ether), O (water). Conditions: time 2 hour. Yields the product C[C@]12CC[C@H]3[C@H]([C@@H]1CC[C@@H]2O)CCC4=CC(=O)CC[C@]34C.[I-].[Li+] (testosterone lithium iodide). RXN SMILES: [CH3:1][C@@:2]12[C@@H:10]([OH:11])[CH2:9][CH2:8][C@H:7]1[C@@H:6]1[CH2:12][CH2:13][C:14]3[C@@:20]([CH3:21])([C@H:5]1[CH2:4][CH2:3]2)[CH2:19][CH2:18][C:16](=[O:17])[CH:15]=3.[I-:22].[Li+:23]>C1(C)C=CC=CC=1.C(Cl)Cl.CCOCC.O>[CH3:1][C@@:2]12[C@@H:10]([OH:11])[CH2:9][CH2:8][C@H:7]1[C@@H:6]1[CH2:12][CH2:13][C:14]3[C@@:20]([CH3:21])([C@H:5]1[CH2:4][CH2:3]2)[CH2:19][CH2:18][C:16](=[O:17])[CH:15]=3.[I-:22].[Li+:23] |f:1.2,7.8.9|. Procedure: To a solution containing 14.7 g of testosterone in 140 ml of toluene, 65 ml methylene chloride, 25 ml of ether and 2.0 ml of water is added 13.65 g of lithium iodide and the resulting mixture is stirred for 2 hours. To aid in filtration of the mixture 160 ml toluene and 50 ml ether is added. The solids are removed by filtration and washed with 2×50 ml of cold wash solution (4:1, hexane:methylene chloride) followed by 100 ml of hexane. The solids are dried `in vacuo` for 16 hours, then under high... Reactants: CC(=O)O, CC(=O)[O-], CC(=O)CC(C)=O, Cl, Nc1cc(C(F)(F)F)ccc1F, [K+], O=N[O-], [Na+], O. Product: CC(=O)C(=NNc1cc(C(F)(F)F)ccc1F)C(C)=O. Reaction SMILES: [C:31]([OH:32])(=[O:33])[CH3:34].[CH3:19][C:20](=[O:21])[O-:22].[CH3:23][C:24](=[O:25])[CH2:26][C:27]([CH3:28])=[O:29].[ClH:13].[F:1][c:2]1[c:3]([NH2:4])[cH:5][c:6]([C:9]([F:10])([F:11])[F:12])[cH:7][cH:8]1.[K+:18].[N:14]([O-:15])=[O:16].[Na+:17].[OH2:30]>>[F:1][c:2]1[c:3]([NH:4][N:14]=[C:26]([C:24]([CH3:23])=[O:25])[C:27]([CH3:28])=[O:29])[cH:5][c:6]([C:9]([F:10])([F:11])[F:12])[cH:7][cH:8]1. Starting materials: NOCC=1N=CN(C1)C(=O)OC(C)(C)C (tert-butyl 4-[(aminooxy)methyl]-1H-imidazole-1-carboxylate), ON1N=NC2=C1C=CC=C2 (1-hydroxybenzotriazole), 1-ethyl-(3-dimethylaminapropyl) carbodiimide hydrochloride, C(C1=CC=CC=C1)ON1[C@@H]2CC[C@H](N(C1=O)C2)C(=O)O ((2S,5R)-6-(benzyloxy)-7-oxo-1,6-diazabicyclo[3.2.1]octane-2-carboxylic acid). The solvent is C(Cl)Cl (DCM), C(Cl)Cl (DCM). Run at time 8 hour. The product is C(C1=CC=CC=C1)ON1[C@@H]2CC[C@H](N(C1=O)C2)C(=O)NOCC=2N=CN(C2)C(=O)OC(C)(C)C (tert-butyl 4-{[({[(2S,5R)-6-(benzyloxy)-7-oxo-1,6-diazabicyclo[3.2.1]oct-2-yl]carbonyl}amino)oxy]methyl}-1H-imidazole-1-carboxylate). Isolated yield 93.7%. As a reaction SMILES: [CH2:1]([O:8][N:9]1[C:15](=[O:16])[N:14]2[CH2:17][C@H:10]1[CH2:11][CH2:12][C@H:13]2[C:18]([OH:20])=O)[C:2]1[CH:7]=[CH:6][CH:5]=[CH:4][CH:3]=1.[NH2:21][O:22][CH2:23][C:24]1[N:25]=[CH:26][N:27]([C:29]([O:31][C:32]([CH3:35])([CH3:34])[CH3:33])=[O:30])[CH:28]=1.ON1C2C=CC=CC=2N=N1>C(Cl)Cl>[CH2:1]([O:8][N:9]1[C:15](=[O:16])[N:14]2[CH2:17][C@H:10]1[CH2:11][CH2:12][C@H:13]2[C:18]([NH:21][O:22][CH2:23][C:24]1[N:25]=[CH:26][N:27]([C:29]([O:31][C:32]([CH3:35])([CH3:34])[CH3:33])=[O:30])[CH:28]=1)=[O:20])[C:2]1[CH:3]=[CH:4][CH:5]=[CH:6][CH:7]=1. Procedure details: To a mixture of (2S,5R)-6-(benzyloxy)-7-oxo-1,6-diazabicyclo[3.2.1]octane-2-carboxylic acid 1 (0.250 g, 0.905 mmol) in DCM (10.0 mL) was added tert-butyl 4-[(aminooxy)methyl]-1H-imidazole-1-carboxylate 122 (0.289 g, 1.358 mmol), 1-hydroxybenzotriazole (0.183 g, 1.358 mmol) and 1-ethyl-(3-dimethylaminapropyl) carbodiimide hydrochloride (0.260 g, 1.358 mmol) sequentially at room temperature. The mixture was stirred at room temperature overnight, diluted with DCM and concentrated to provide a resid... Reactants: Cc1cc2c(cc1OC(C)C)[nH]c(=O)n2C1CCN(C(=O)OC(C)(C)C)CC1, ClCCl, O=C(O)C(F)(F)F. Product: Cc1cc2c(cc1OC(C)C)[nH]c(=O)n2C1CCNCC1. Reaction SMILES: [CH3:1][c:2]1[c:3]([O:25][CH:26]([CH3:27])[CH3:28])[cH:4][c:5]2[c:6]([n:7]([CH:11]3[CH2:12][CH2:13][N:14]([C:17]([O:18][C:19]([CH3:20])([CH3:21])[CH3:22])=[O:23])[CH2:15][CH2:16]3)[c:8](=[O:10])[nH:9]2)[cH:24]1.[Cl:36][CH2:37][Cl:38].[OH:29][C:30]([C:31]([F:32])([F:33])[F:34])=[O:35]>>[CH3:1][c:2]1[c:3]([O:25][CH:26]([CH3:27])[CH3:28])[cH:4][c:5]2[c:6]([n:7]([CH:11]3[CH2:12][CH2:13][NH:14][CH2:15][CH2:16]3)[c:8](=[O:10])[nH:9]2)[cH:24]1. Starting materials: CCOC(=O)c1cnn(C)c1C(=O)Nc1cc2nc(-c3ccccc3)cn2cn1, CCO, Cl, [K+], [OH-]. Product: Cn1ncc(C(=O)O)c1C(=O)Nc1cc2nc(-c3ccccc3)cn2cn1. As a reaction SMILES: [CH2:3]([CH3:4])[O:5][C:6](=[O:7])[c:8]1[cH:9][n:10][n:11]([CH3:31])[c:12]1[C:13]([NH:14][c:15]1[cH:16][c:17]2[n:18]([cH:19][n:20]1)[cH:21][c:22](-[c:24]1[cH:25][cH:26][cH:27][cH:28][cH:29]1)[n:23]2)=[O:30].[CH3:33][CH2:34][OH:35].[ClH:32].[K+:2].[OH-:1]>>[O:5]=[C:6]([OH:7])[c:8]1[cH:9][n:10][n:11]([CH3:31])[c:12]1[C:13]([NH:14][c:15]1[cH:16][c:17]2[n:18]([cH:19][n:20]1)[cH:21][c:22](-[c:24]1[cH:25][cH:26][cH:27][cH:28][cH:29]1)[n:23]2)=[O:30]. Reactants: ClC=1N=NC(=C(C1C#N)C)C (3-chloro-5,6-dimethylpyridazine-4-carbonitrile), [S-2].[Na+].[Na+] (sodium sulfide). Run in C(C)(C)(C)O (tert-butanol), CC(C)O (IPA). Run at time 15 minute. Yields the product CC1=C(C(NN=C1C)=S)C#N (5,6-Dimethyl-3-Thioxo-2,3-Dihydropyridazine-4-Carbonitrile). RXN SMILES: Cl[C:2]1[N:3]=[N:4][C:5]([CH3:11])=[C:6]([CH3:10])[C:7]=1[C:8]#[N:9].[S-2:12].[Na+].[Na+]>C(O)(C)(C)C.CC(O)C>[CH3:10][C:6]1[C:5]([CH3:11])=[N:4][NH:3][C:2](=[S:12])[C:7]=1[C:8]#[N:9] |f:1.2.3|. Procedure details: A solution of 3-chloro-5,6-dimethylpyridazine-4-carbonitrile (100 mg, 0.60 mmol) and sodium sulfide was stirred in tert-butanol (2.0 mL) in a microwave reaction vial. The vial was sealed and irradiated at 100° C. for 10 minutes. LC/MS indicated product and no remaining starting material. The reaction solution was diluted with IPA (˜10 mL) and stirred at ambient temperature for about 15 minutes, then filtered. The solids on the filter were washed with IPA. The solute was concentrated in vacuo, an... Reactants: B(C6F5)4, C(C(C)C)[Al](CC(C)C)CC(C)C (triisobutylaluminum), C1CC2CC1C3C2C=CC3 (5,6-dihydrodicyclopentadiene), C1=CCCC1 (cyclopentene), Formula 6, C=C (ethylene). The reagents and catalysts are catalyst. Solvent: C1(=CC=CC=C1)C (toluene), C1(=CC=CC=C1)C (toluene). Conditions: temperature 70 celsius, time 30 second. Yields the product C1CC2CC1C3C2C=CC3.C1=CCCC1.C=C (5,6-Dihydrodicyclopentadiene Cyclopentene Ethylene). The yield is 396.1%. Reaction SMILES: [CH2:1]1[CH:5]2[CH:6]3[CH2:10][CH:9]=[CH:8][CH:7]3[CH:3]([CH2:4]2)[CH2:2]1.[CH:11]1[CH2:15][CH2:14][CH2:13][CH:12]=1.[CH2:16]([Al](CC(C)C)CC(C)C)[CH:17](C)C.C=C>C1(C)C=CC=CC=1>[CH2:2]1[CH:3]2[CH:7]3[CH2:8][CH:9]=[CH:10][CH:6]3[CH:5]([CH2:4]2)[CH2:1]1.[CH:11]1[CH2:15][CH2:14][CH2:13][CH:12]=1.[CH2:16]=[CH2:17] |f:5.6.7|. Procedure details: 5,6-dihydrodicyclopentadiene (2.7 g, 20 mmol), cyclopentene (1.4 g, 20 mmol) and magnetic bars were placed in a polymerization reactor in a nitrogen atmosphere, after which toluene was added thereto so as to obtain a total amount of 28 ml. This polymerization reactor was heated to 70° C. with stirring. A catalyst (0.69 mg, 2 μmol) represented by Formula 6, [Ph3C]+[B(C6F5)4]− (7.4 mg, 8 μmol) and triisobutylaluminum (160 mg, 800 μmol) were mixed with 2.0 ml of toluene in a dry box, after which th... Reaction SMILES: [C:1]([Si:2]([CH3:3])([CH3:4])[O:6][CH2:7][CH2:8][C:9]1([CH2:12][N:13]2[C:14](=[O:23])[c:15]3[cH:16][cH:17][cH:18][cH:19][c:20]3[C:21]2=[O:22])[CH2:10][CH2:11]1)([CH3:5])([CH3:24])[CH3:25].[CH2:27]1[O:28][CH2:29][CH2:30][CH2:31]1.[Cl-:32].[ClH:26].[NH4+:33]>>[OH:6][CH2:7][CH2:8][C:9]1([CH2:12][N:13]2[C:14](=[O:23])[c:15]3[cH:16][cH:17][cH:18][cH:19][c:20]3[C:21]2=[O:22])[CH2:10][CH2:11]1. Yields the product O=C1c2ccccc2C(=O)N1CC1(CCO)CC1. Starting materials: CC(C)(C)[Si](C)(C)OCCC1(CN2C(=O)c3ccccc3C2=O)CC1, C1CCOC1, [Cl-], Cl, [NH4+].